Dataset: the Open Reaction Database (ORD), a public repository of structured organic reaction records. Task: describe an organic reaction: reactants, conditions, products, and yield Reactants: [N+](=O)([O-])C1=C(C=O)C=CC=C1 (2-nitrobenzaldehyde), S(=O)([O-])S(=O)[O-].[Na+].[Na+] (sodium dithionite), C([O-])([O-])=O.[Na+].[Na+] (sodium carbonate). Run in O1CCCC1 (tetrahydrofuran). Conditions: temperature 10 celsius, time 30 minute. Product: NC1=C(C=O)C=CC=C1 (2-aminobenzaldehyde). Yield: 65.0%. RXN SMILES: [N+:1]([C:4]1[CH:11]=[CH:10][CH:9]=[CH:8][C:5]=1[CH:6]=[O:7])([O-])=O.S(S([O-])=O)([O-])=O.[Na+].[Na+].C(=O)([O-])[O-].[Na+].[Na+]>O1CCCC1>[NH2:1][C:4]1[CH:11]=[CH:10][CH:9]=[CH:8][C:5]=1[CH:6]=[O:7] |f:1.2.3,4.5.6|. Procedure: A solution of 2-nitrobenzaldehyde (50 g, 0.33 mol) in tetrahydrofuran (0.33 liter) was added dropwise to an aqueous solution (1.2 liters) of sodium dithionite (230 g, 1.32 mols) and sodium carbonate (1.68 g, 1.59 mols) under ice-cooling over a period of 2 hours while maintaining the internal temperature at 10° C. or lower. After 30 minutes, the reaction solution was extracted with ethyl acetate and the extract solution was washed with water and then dried over anhydrous sodium sulfate. The organ...